The task is: describe an organic reaction: reactants, conditions, products, and yield. This data is from the Open Reaction Database (ORD), a public repository of structured organic reaction records. The reactants are resultant mixture, ClC1=C(C=C(C=C1)N1CCN(CC1)C(CN1N=C2N=CC=CC2=C1I)=O)OC (1-[4-(4-chloro-3-methoxy-phenyl)-piperazin-1-yl]-2-(3-iodo-pyrazolo[3,4-b]pyridine-2-yl)-ethanone), tetrakis triphenylphosphine palladium, C1CCOC1 (THF), 2-oxazole (tri-n-butyl) Tin, [NH4+].[Cl-] (NH4Cl). Yields the product ClC1=C(C=C(C=C1)N1CCN(CC1)C(CN1N=C2N=CC=CC2=C1C=1OC=CN1)=O)OC (1-[4-(4-chloro-3-methoxy-phenyl)-piperazin-1-yl]-2-[3-(oxazole-2-yl)-pyrazolo[3,4-b]pyridine-2-yl]ethanone). RXN SMILES: [Cl:1][C:2]1[CH:7]=[CH:6][C:5]([N:8]2[CH2:13][CH2:12][N:11]([C:14](=[O:26])[CH2:15][N:16]3[C:24](I)=[C:23]4[C:18]([N:19]=[CH:20][CH:21]=[CH:22]4)=[N:17]3)[CH2:10][CH2:9]2)=[CH:4][C:3]=1[O:27][CH3:28].C1[CH2:33][O:32][CH2:31][CH2:30]1.[NH4+:34].[Cl-]>>[Cl:1][C:2]1[CH:7]=[CH:6][C:5]([N:8]2[CH2:13][CH2:12][N:11]([C:14](=[O:26])[CH2:15][N:16]3[C:24]([C:33]4[O:32][CH:31]=[CH:30][N:34]=4)=[C:23]4[C:18]([N:19]=[CH:20][CH:21]=[CH:22]4)=[N:17]3)[CH2:10][CH2:9]2)=[CH:4][C:3]=1[O:27][CH3:28] |f:2.3|. Procedure details: To a mixture of 1-[4-(4-chloro-3-methoxy-phenyl)-piperazin-1-yl]-2-(3-iodo-pyrazolo[3,4-b]pyridine-2-yl)-ethanone (0.071 mmol, 1 eq.) and tetrakis triphenylphosphine palladium (0.025 mmol, 0.35 eq.) under nitrogen atmosphere was added 0.5 mL of THF and 2-oxazole-(tri-n-butyl) Tin (0.48 mmol, 6.7 eq.). The resultant mixture was heated in a sealed tube at 80° C. for 48 h. The reaction solution was cooled to rt, diluted with 30 mL of NH4Cl sat. aq. solution, and extracted with 300 mL of EtOAc. The ... Reactants: COC1=CC=C2C(=N1)C=CN2 (5-methoxy-1H-pyrrolo[3,2-b]-pyridine), C(C)(C)C1=CC=C2C(=N1)C=CN2 (5-isopropyl-1H-pyrrolo[3,2-b]pyridine), BrCCCCBr (1,4-dibromobutane), BrCCCBr (1,3-dibromopropane). Product: C(C)(C)C=1C=CC2=C(C(=C3CCCN23)CCN)N1 (2-(2-Isopropyl-7,8-dihydro-6H-pyrido[2,3-b]pyrrolizin-9-yl)-ethylamine). Reaction SMILES: COC1[N:8]=[C:7]2C=CN[C:6]2=CC=1.[CH:12]([C:15]1[N:20]=[C:19]2[CH:21]=[CH:22][NH:23][C:18]2=[CH:17][CH:16]=1)([CH3:14])[CH3:13].Br[CH2:25][CH2:26][CH2:27]CBr.BrCCCBr>>[CH:12]([C:15]1[CH:16]=[CH:17][C:18]2[N:23]3[C:22]([CH2:25][CH2:26][CH2:27]3)=[C:21]([CH2:6][CH2:7][NH2:8])[C:19]=2[N:20]=1)([CH3:14])[CH3:13]. Procedure: The procedure is as for Preparation 8, in Step A replacing 5-methoxy-1H-pyrrolo[3,2-b]-pyridine by 5-isopropyl-1H-pyrrolo[3,2-b]pyridine and 1,4-dibromobutane by 1,3-dibromopropane. Reactants: CN1N=NN=C1SCCCS (1-Methyl-5-(3-mercaptopropyl)thio-1,2,3,4-tetrazole), [N+](=O)([O-])C=1C=CC(=NC1)Cl (5-nitro-2-chloropyridine). Run in [OH-].[Na+] (sodium hydroxide), CC(=O)C (acetone). Reaction conditions: time 3 hour. The product is CN1N=NN=C1SCCCSC1=NC=C(C=C1)[N+](=O)[O-] (1-methyl-5-[3-(5-nitro-2-pyridyl)thiopropyl]thio-1,2,3,4-tetrazole). The yield is 44.9%. Reaction SMILES: [CH3:1][N:2]1[C:6]([S:7][CH2:8][CH2:9][CH2:10][SH:11])=[N:5][N:4]=[N:3]1.[N+:12]([C:15]1[CH:16]=[CH:17][C:18](Cl)=[N:19][CH:20]=1)([O-:14])=[O:13]>[OH-].[Na+].CC(C)=O>[CH3:1][N:2]1[C:6]([S:7][CH2:8][CH2:9][CH2:10][S:11][C:18]2[CH:17]=[CH:16][C:15]([N+:12]([O-:14])=[O:13])=[CH:20][N:19]=2)=[N:5][N:4]=[N:3]1 |f:2.3|. Reported procedure: 1-Methyl-5-(3-mercaptopropyl)thio-1,2,3,4-tetrazole (1.9 g) is dissolved in 1 N aqueous sodium hydroxide (30 ml), and thereto is added dropwise a solution of 5-nitro-2-chloropyridine (1.9 g) in acetone (20 ml) under ice-cooling. After the addition, the mixture is stirred at room temperature for 3 hours. Acetone is distilled off and water is added to the residue. The mixture is extracted with ether, and the ether solution is washed with diluted aqueous sodium hydroxide and saturated aqueous sodiu...